This data is from the Open Reaction Database (ORD), a public repository of structured organic reaction records. The task is: describe an organic reaction: reactants, conditions, products, and yield The reactants are C(C)(=O)O.O1C(COC2=C1C=CC=C2)C=2NCCN2 (2-(1,4-benzodioxan-2-yl)imidazoline acetate). Solvent: S(O)(O)(=O)=O (sulfuric acid), C(C)O (ethanol). Product: O1C(COC2=C1C=CC=C2)C=2NCCN2 (2-(1,4-benzodioxan-2-yl)imidazoline). RXN SMILES: C(O)(=O)C.[O:5]1[C:10]2[CH:11]=[CH:12][CH:13]=[CH:14][C:9]=2[O:8][CH2:7][CH:6]1[C:15]1[NH:16][CH2:17][CH2:18][N:19]=1>S(=O)(=O)(O)O.C(O)C>[O:5]1[C:10]2[CH:11]=[CH:12][CH:13]=[CH:14][C:9]=2[O:8][CH2:7][CH:6]1[C:15]1[NH:16][CH2:17][CH2:18][N:19]=1 |f:0.1|. Procedure: 2-(1,4-benzodioxan-2-yl)imidazoline acetate (1.0 g) is dissolved in a solution of 1 ml 50% aqueous sulfuric acid in 10 ml ethanol, and the solution evaporated to dryness. The product is suspended in ethanol and filtered, air dried and recrystallized from methanol/acetone to yield 2-(1,4-benzodioxan-2-yl)imidazoline: HSO4. Reactants: C(C)(C)(C)C=1C=C(C=O)C=C(C1O)C(C)(C)C (3,5-di-t-butyl-4-hydroxybenzaldehyde), S1C(NC(C1)=O)=O (2,4-thiazolidinedione), C(C)(=O)[O-].[Na+] (sodium acetate), C(C)(=O)O (acetic acid). Run in O (water). Yields the product CC(C)(C)C=1C=C(C=C(C1O)C(C)(C)C)C=C1C(NC(S1)=O)=O (5-[[3,5-Bis(1,1-dimethylethyl)-4-hydroxyphenyl]methylene]-2,4-thiazolidinedione). Isolated yield 26.5%. As a reaction SMILES: [C:1]([C:5]1[CH:6]=[C:7]([CH:10]=[C:11]([C:14]([CH3:17])([CH3:16])[CH3:15])[C:12]=1[OH:13])[CH:8]=O)([CH3:4])([CH3:3])[CH3:2].[S:18]1[CH2:22][C:21](=[O:23])[NH:20][C:19]1=[O:24].C([O-])(=O)C.[Na+].C(O)(=O)C>O>[CH3:16][C:14]([C:11]1[CH:10]=[C:7]([CH:8]=[C:22]2[S:18][C:19](=[O:24])[NH:20][C:21]2=[O:23])[CH:6]=[C:5]([C:1]([CH3:3])([CH3:2])[CH3:4])[C:12]=1[OH:13])([CH3:15])[CH3:17] |f:2.3|. Procedure details: A mixture of 3,5-di-t-butyl-4-hydroxybenzaldehyde (6.5 g, 27 mmoles), 2,4-thiazolidinedione (3.0 g, 26 mmoles), sodium acetate (7.6 g, 93 mmoles), and acetic acid (40 ml) is stirred under an inert atmosphere and heated to reflux. After 78 hours the mixture is stirred into water (300 ml), and the precipitate is filtered off, rinsed three times with water, dried, and recrystallized from ethanol. The product is stirred in 1N NaOH (50 ml) and extracted several times with dichloromethane. The aqueous... Reactants: CC1=C(C=2C(C(CC2C2=C1OC(=C2)C(=O)O)(CCC)Br)=O)C (4,5-dimethyl-6-oxo-7-bromo-7-propyl-7,8-dihydro-6H-indeno[5,4-b]furan-2-carboxylic acid), [Br-].[Li+] (lithium bromide), O (water). Solvent: CN(C=O)C (dimethylformamide). The product is CC1=C(C=2C(C(CC2C2=C1OC(=C2)C(=O)O)=CCC)=O)C (4,5-dimethyl-6-oxo-7-propylidene-7,8-dihydro-6H-indeno-[5,4-b]furan-2-carboxylic acid). RXN SMILES: [CH3:1][C:2]1[C:10]2[O:11][C:12]([C:14]([OH:16])=[O:15])=[CH:13][C:9]=2[C:8]2[CH2:7][C:6](Br)([CH2:17][CH2:18][CH3:19])[C:5](=[O:21])[C:4]=2[C:3]=1[CH3:22].[Br-].[Li+].O>CN(C)C=O>[CH3:1][C:2]1[C:10]2[O:11][C:12]([C:14]([OH:16])=[O:15])=[CH:13][C:9]=2[C:8]2[CH2:7][C:6](=[CH:17][CH2:18][CH3:19])[C:5](=[O:21])[C:4]=2[C:3]=1[CH3:22] |f:1.2|. Procedure: A stirred solution of 4,5-dimethyl-6-oxo-7-bromo-7-propyl-7,8-dihydro-6H-indeno[5,4-b]furan-2-carboxylic acid (0.8 g., 0.0022 mole) and anhydrous lithium bromide (0.49 g., 0.0056 mole) in dimethylformamide (10 ml.) is heated at 95° in an inert atomosphere for one hour then poured into water (100 ml.) affording 4,5-dimethyl-6-oxo-7-propylidene-7,8-dihydro-6H-indeno-[5,4-b]furan-2-carboxylic acid which melts at 301°C after recrystallization from ethanol. Procedure details: To 5.5 g of the 7,9-diethyl-3,6,7,9-tetramethyl-1,3,8-triazaspiro[4.5]decane-2,4-dione (Compound 2) obtained in Example 2 were added 1.8 g of formic acid and 6.3 g of 37% formalin; the mixture was stirred at room temperature for one hour and then refluxed by heating for 5 hours. After cooling the reaction mixture, its pH was adjusted to a value of 8 by addition of a 5% aqueous solution of sodium hydrogen carbonate; the solution was then extracted with ethyl acetate. The extract was dried over po... Starting materials: C(C)C1(C(C2(C(N(C(N2)=O)C)=O)CC(N1)(C)CC)C)C (7,9-diethyl-3,6,7,9-tetramethyl-1,3,8-triazaspiro[4.5]decane-2,4-dione), C(C)C1(C(C2(C(N(C(N2)=O)C)=O)CC(N1)(C)CC)C)C (7,9-diethyl-3,6,7,9-tetramethyl-1,3,8-triazaspiro[4.5]decane-2,4-dione), aqueous solution, C(O)([O-])=O.[Na+] (sodium hydrogen carbonate), C=O (formalin). Run at time 1 hour. The product is C(C)C1(C(C2(C(N(C(N2)=O)C)=O)CC(N1C)(C)CC)C)C (7,9-diethyl-3,6,7,8,9-pentamethyl-1,3,8-triazaspiro[4.5]decane-2,4-dione). As a reaction SMILES: [CH2:1]([C:3]1([CH3:20])[NH:15][C:14]([CH2:17][CH3:18])([CH3:16])[CH2:13][C:5]2([NH:9][C:8](=[O:10])[N:7]([CH3:11])[C:6]2=[O:12])[CH:4]1[CH3:19])[CH3:2].C=O.[C:23](=O)([O-])O.[Na+]>C(O)=O>[CH2:1]([C:3]1([CH3:20])[N:15]([CH3:23])[C:14]([CH2:17][CH3:18])([CH3:16])[CH2:13][C:5]2([NH:9][C:8](=[O:10])[N:7]([CH3:11])[C:6]2=[O:12])[CH:4]1[CH3:19])[CH3:2] |f:2.3|. Solvent: C(=O)O (formic acid). Starting materials: Cc1cc(C(C)(C)C)c(O)c(C(C)(C)C)c1, CC(C)c1cc(Br)cc(C(C)C)c1CC=O, O=C1CCC(=O)N1Br, CN(C)C=O, O=S(=O)(O)c1ccccc1. The product is CC(C)c1cc(Br)cc(C(C)C)c1C(C)C=O. RXN SMILES: [C:17]([c:18]1[cH:19][c:20]([CH3:21])[cH:22][c:23]([C:24]([CH3:25])([CH3:26])[CH3:27])[c:28]1[OH:29])([CH3:30])([CH3:31])[CH3:32].[CH:1]([CH3:2])([CH3:3])[c:4]1[c:5]([CH2:14][CH:15]=[O:16])[c:6]([CH:11]([CH3:12])[CH3:13])[cH:7][c:8]([Br:10])[cH:9]1.[O:33]=[C:34]1[N:35]([Br:36])[C:37](=[O:38])[CH2:39][CH2:40]1.[O:51]=[CH:52][N:53]([CH3:54])[CH3:55].[c:41]1([S:42]([OH:43])(=[O:44])=[O:45])[cH:46][cH:47][cH:48][cH:49][cH:50]1>>[CH:1]([CH3:2])([CH3:3])[c:4]1[c:5]([CH:14]([CH:15]=[O:16])[CH3:17])[c:6]([CH:11]([CH3:12])[CH3:13])[cH:7][c:8]([Br:10])[cH:9]1. Reactants: hydrate, aqueous solution, [OH-].[Na+] (sodium hydroxide), FC1=C2CCN(N3C2=C(C=C1F)C(C(=C3)C(=O)OC)=O)C (Methyl 4,5-Difluoro-2,3-dihydro-1-methyl-7-oxo-1H, 7H-pyrido[3,2,1-ij]cinnoline-8-carboxylate). Run in O1CCCC1 (tetrahydrofuran). Conditions: time 1 hour. Product: FC1=C2CCN(N3C2=C(C=C1F)C(C(=C3)C(=O)O)=O)C (4,5-Difluoro-2,3-dihydro-1-methyl-7-oxo-1H,7H-pyrido[3,2,1-ij]cinnoline-8-carboxylic acid). Yield: 74.9%. RXN SMILES: [F:1][C:2]1[C:11]([F:12])=[CH:10][C:9]2[C:13](=[O:20])[C:14]([C:16]([O:18]C)=[O:17])=[CH:15][N:7]3[C:8]=2[C:3]=1[CH2:4][CH2:5][N:6]3[CH3:21].[OH-].[Na+]>O1CCCC1>[F:1][C:2]1[C:11]([F:12])=[CH:10][C:9]2[C:13](=[O:20])[C:14]([C:16]([OH:18])=[O:17])=[CH:15][N:7]3[C:8]=2[C:3]=1[CH2:4][CH2:5][N:6]3[CH3:21] |f:1.2|. Procedure: 5.3 g (18 mmol) of methyl ester (6) obtained in Example 2 (1) was added to 250 ml of tetrahydrofuran, and, while the solution was heated under reflux, 100 ml of aqueous solution containing 0.76 g (19 mmol) of sodium hydroxide was added to the solution. The obtained solution was heated under reflux for 1.5 hours. After air-cooled, while cooling on ice, the solution was neutralized with 4.2 g (20 mmol) of citric hydrate and stirred for 1 hour. The solid was filtered off and washed consecutively wi... Procedure: Bromobenzocyclobutene (91.5 g, 0.5 mol) and chlorobenzene(anhydrous, 2500 mL) were charged into a four-neck 5 L flask equipped with mechanical stir, condenser, N2 (in and outlet) and thermometer. The reaction mixture was heated to 120° C., and N-bromosuccinimide (111.3 g, 0.625 mol) was gradually charged over 30 min., followed by slowly feeding a mixture of a free radical azo compound source (VAZO™ 68) (14.0 g, 0.05 mol) and chlorobenzene (500 mL) over 30 min. Then the reaction mixture was heate... The yield is 68.7%. Starting materials: azo, CC(C)(C#N)N=NC(C)(C)C#N (VAZO), BrC1CC=2C1=CC=CC2 (Bromobenzocyclobutene), BrN1C(CCC1=O)=O (N-bromosuccinimide), N#N (N2). Reaction SMILES: [Br:1][CH:2]1[C:5]2=[CH:6][CH:7]=[CH:8][CH:9]=[C:4]2[CH2:3]1.N#N.[Br:12]N1C(=O)CCC1=O.CC(N=NC(C#N)(C)C)(C#N)C>ClC1C=CC=CC=1>[Br:1][C:2]1([Br:12])[C:5]2=[CH:6][CH:7]=[CH:8][CH:9]=[C:4]2[CH2:3]1. Conditions: temperature 120 celsius, time 6 hour. Product: BrC1(CC=2C1=CC=CC2)Br (1-bromo-bromobenzocyclobutene). Run in ClC1=CC=CC=C1 (chlorobenzene), ClC1=CC=CC=C1 (chlorobenzene).